This data is from the Open Reaction Database (ORD), a public repository of structured organic reaction records. The task is: describe an organic reaction: reactants, conditions, products, and yield Reactants: CC(C)(C)OC(=O)NC(Cc1ccccn1)C(=O)O, CN(C)C=O, CCN(C(C)C)C(C)C, Cl, Cl, NCC(=O)N1CCN(c2ccc(Cl)cc2)CC1, [Na+], O=C([O-])O, [N-]=[N+]=NP(=O)(c1ccccc1)c1ccccc1. The product is CC(C)(C)OC(=O)NC(Cc1ccccn1)C(=O)NCC(=O)N1CCN(c2ccc(Cl)cc2)CC1. RXN SMILES: [C:18]([CH3:19])([CH3:20])([CH3:21])[O:22][C:23](=[O:24])[NH:25][CH:26]([C:27](=[O:28])[OH:29])[CH2:30][c:31]1[n:32][cH:33][cH:34][cH:35][cH:36]1.[CH3:65][N:66]([CH3:67])[CH:68]=[O:69].[CH:56]([N:57]([CH:58]([CH3:59])[CH3:60])[CH2:61][CH3:62])([CH3:63])[CH3:64].[ClH:37].[ClH:38].[NH2:39][CH2:40][C:41](=[O:42])[N:43]1[CH2:44][CH2:45][N:46]([c:49]2[cH:50][cH:51][c:52]([Cl:55])[cH:53][cH:54]2)[CH2:47][CH2:48]1.[Na+:70].[OH:71][C:72](=[O:73])[O-:74].[c:1]1([P:2]([N:3]=[N+:4]=[N-:5])([c:6]2[cH:7][cH:8][cH:9][cH:10][cH:11]2)=[O:12])[cH:13][cH:14][cH:15][cH:16][cH:17]1>>[C:18]([CH3:19])([CH3:20])([CH3:21])[O:22][C:23](=[O:24])[NH:25][CH:26]([C:27](=[O:29])[NH:39][CH2:40][C:41](=[O:42])[N:43]1[CH2:44][CH2:45][N:46]([c:49]2[cH:50][cH:51][c:52]([Cl:55])[cH:53][cH:54]2)[CH2:47][CH2:48]1)[CH2:30][c:31]1[n:32][cH:33][cH:34][cH:35][cH:36]1. Reactants: CN(C1=CC=C(C=C1)S(=O)(=O)N1C=C(C=C1)/C=C/C(=O)O)C ((E)-3-[1-(4-dimethylamino-benzensulfonyl)-1H-pyrrol-3-yl)-acrylic acid), C(=O)(OC(C)(C)C)NC1=C(C=CC=C1)N (N—BOC-1,2-phenylenediamine), Cl (HCl), CN(C1=CC=C(C=C1)S(=O)(=O)N1C=C(C=C1)/C=C/C(=O)O)C ((E)-3-[1-(4-dimethylamino-benzensulfonyl)-1H-pyrrol-3-yl)-acrylic acid), C=1C=CC2=C(C1)N=NN2O (HOBt). Solvent: C(C)N(CC)CC (triethylamine), O (H2O), CN(C)C=O (DMF), C(CCl)Cl (EDC). Yields the product C(C)(C)(C)OC(NC1=C(C=CC=C1)NC(\C=C\C1=CN(C=C1)S(=O)(=O)C1=CC=C(C=C1)N(C)C)=O)=O ((2-{(E)-3-[1-(4-Dimethylamino-benzenesulfonyl)-1H-pyrrol-3-yl]-allanoylamino}-phenyl)-carbamic acid tert-butyl ester). RXN SMILES: [CH3:1][N:2]([CH3:22])[C:3]1[CH:8]=[CH:7][C:6]([S:9]([N:12]2[CH:16]=[CH:15][C:14](/[CH:17]=[CH:18]/[C:19](O)=[O:20])=[CH:13]2)(=[O:11])=[O:10])=[CH:5][CH:4]=1.C1C=CC2N(O)N=NC=2C=1.Cl.[C:34]([NH:41][C:42]1[CH:47]=[CH:46][CH:45]=[CH:44][C:43]=1[NH2:48])([O:36][C:37]([CH3:40])([CH3:39])[CH3:38])=[O:35]>C(Cl)CCl.CN(C=O)C.C(N(CC)CC)C.O>[C:37]([O:36][C:34](=[O:35])[NH:41][C:42]1[CH:47]=[CH:46][CH:45]=[CH:44][C:43]=1[NH:48][C:19](=[O:20])/[CH:18]=[CH:17]/[C:14]1[CH:15]=[CH:16][N:12]([S:9]([C:6]2[CH:5]=[CH:4][C:3]([N:2]([CH3:1])[CH3:22])=[CH:8][CH:7]=2)(=[O:11])=[O:10])[CH:13]=1)([CH3:40])([CH3:39])[CH3:38]. Reported procedure: Starting materials: (E)-3-[1-(4-dimethylamino-benzenesulfonyl)-1H-pyrrol-3-yl)-acrylic acid (compound B3) (0.150 g), HOBt?H2O (0.072 g), triethylamine (259 μl), DMF (10 ml), EDC?HCl (0.269 g), N—BOC-1,2-phenylenediamine (0.049 g). Reaction conditions: room temperature, 1 hour; room temperature, 21 hours. RXN SMILES: [CH2:1]([CH2:2][CH3:3])[N:4]([c:5]1[cH:6][c:7]([NH2:11])[n:8][cH:9][cH:10]1)[CH2:12][CH2:13][CH3:14].[CH3:27][OH:28].[OH2:29].[c:15]1([CH3:26])[c:16]([N:23]=[C:24]=[S:25])[c:17]([CH3:22])[cH:18][c:19]([CH3:21])[cH:20]1>>[CH2:1]([CH2:2][CH3:3])[N:4]([c:5]1[cH:6][c:7]([NH:11][C:24]([NH:23][c:16]2[c:15]([CH3:26])[cH:20][c:19]([CH3:21])[cH:18][c:17]2[CH3:22])=[S:25])[n:8][cH:9][cH:10]1)[CH2:12][CH2:13][CH3:14]. Starting materials: CCCN(CCC)c1ccnc(N)c1, CO, O, Cc1cc(C)c(N=C=S)c(C)c1. Product: CCCN(CCC)c1ccnc(NC(=S)Nc2c(C)cc(C)cc2C)c1. The reactants are ClCCN(P1(OC(CC(N1)O)C)=O)CCCl (2-(bis-(2-chloroethyl)-amino)-4-hydroxy-6-methyl-tetrahydro-2H-1,3,2-oxazaphosphorin-2-oxide), C1(CCCCC1)[NH3+].SCCS(=O)(=O)[O-] (cyclohexylammonium 2-mercaptoethanesulphonate), ClC(C(=O)O)(Cl)Cl (trichloroacetic acid). Run in O (water), CC(=O)C (acetone). Conditions: time 20 hour. Product: C1(CCCCC1)[NH3+].ClCCN(P1(OC(CC(N1)SCCS(=O)(=O)[O-])C)=O)CCCl (2-[2-(bis-(2-chloroethyl)-amino)-6-methyl-2-oxo-tetrahydro-2H-1,3,2-oxazaphosphorin-4-yl-thio]-ethanesulphonic acid cyclohexylammonium salt). RXN SMILES: [Cl:1][CH2:2][CH2:3][N:4]([CH2:14][CH2:15][Cl:16])[P:5]1(=[O:13])[NH:10][CH:9](O)[CH2:8][CH:7]([CH3:12])[O:6]1.[CH:17]1([NH3+:23])[CH2:22][CH2:21][CH2:20][CH2:19][CH2:18]1.[SH:24][CH2:25][CH2:26][S:27]([O-:30])(=[O:29])=[O:28].ClC(Cl)(Cl)C(O)=O>O.CC(C)=O>[CH:17]1([NH3+:23])[CH2:22][CH2:21][CH2:20][CH2:19][CH2:18]1.[Cl:1][CH2:2][CH2:3][N:4]([CH2:14][CH2:15][Cl:16])[P:5]1(=[O:13])[NH:10][CH:9]([S:24][CH2:25][CH2:26][S:27]([O-:30])(=[O:29])=[O:28])[CH2:8][CH:7]([CH3:12])[O:6]1 |f:1.2,6.7|. Reported procedure: 1.45 g (5 mmol) of 2-(bis-(2-chloroethyl)-amino)-4-hydroxy-6-methyl-tetrahydro-2H-1,3,2-oxazaphosphorin-2-oxide and 1.2 g (5 mmol) of cyclohexylammonium-2-mercaptoethanesulphonate were dissolved in 5 ml of water and in 5 ml of acetone, acidified with trichloroacetic acid and left to stand for 20 hours at 0° C. The mixture was then filtered, the filtrate was carefully concentrated under vacuum, the residue was taken up twice in acetone and was concentrated. The residue was then dissolved in aceto... Starting materials: ClCCl, COc1ccccc1C(=O)c1cccc2c1ccn2C, Cl, c1ccncc1. The product is Cn1ccc2c(C(=O)c3ccccc3O)cccc21. Reaction SMILES: [CH2:28]([Cl:29])[Cl:30].[CH3:1][O:2][c:3]1[c:4]([C:9](=[O:10])[c:11]2[c:12]3[cH:13][cH:14][n:15]([CH3:20])[c:16]3[cH:17][cH:18][cH:19]2)[cH:5][cH:6][cH:7][cH:8]1.[ClH:21].[n:22]1[cH:23][cH:24][cH:25][cH:26][cH:27]1>>[OH:2][c:3]1[c:4]([C:9](=[O:10])[c:11]2[c:12]3[cH:13][cH:14][n:15]([CH3:20])[c:16]3[cH:17][cH:18][cH:19]2)[cH:5][cH:6][cH:7][cH:8]1. RXN SMILES: [C:1]1([C:19]2[CH:24]=[CH:23][CH:22]=[CH:21][CH:20]=2)[CH:6]=[CH:5][C:4]([CH2:7][O:8][C:9]2[CH:14]=[CH:13][C:12]([CH2:15][C:16](O)=[O:17])=[CH:11][CH:10]=2)=[CH:3][CH:2]=1.CCN=C=NCCCN(C)C.C1C=CC2N(O)N=NC=2C=1.[NH2:46][CH2:47][CH2:48][NH:49][C:50](=[O:56])[O:51][C:52]([CH3:55])([CH3:54])[CH3:53]>C1COCC1.C1COCC1.C(OCC)(=O)C>[C:1]1([C:19]2[CH:20]=[CH:21][CH:22]=[CH:23][CH:24]=2)[CH:6]=[CH:5][C:4]([CH2:7][O:8][C:9]2[CH:14]=[CH:13][C:12]([CH2:15][C:16]([NH:46][CH2:47][CH2:48][NH:49][C:50](=[O:56])[O:51][C:52]([CH3:53])([CH3:55])[CH3:54])=[O:17])=[CH:11][CH:10]=2)=[CH:3][CH:2]=1 |f:5.6|. Yields the product C1(=CC=C(C=C1)COC1=CC=C(C=C1)CC(=O)NCCNC(OC(C)(C)C)=O)C1=CC=CC=C1 (tert-Butyl 2-(((4-([1,1′-biphenyl]-4-ylmethoxy)phenyl)acetyl)amino)ethylcarbamate). Procedure: To a solution of (4-([1,1′-biphenyl]-4-ylmethoxy)phenyl)acetic acid (2.1 g) in THF (100 ml) were added WSC (1.4 g), HOBt (1 g), and t-butyl N-(2-aminoethyl)carbamate (1 g). After stirring overnight, the reaction mixture was diluted in THF-ethyl acetate, washed with 10% aqueous potassium carbonate, dried, and concentrated. The residue was recrystallized from ethanol to obtain the titled compound (1.8 g). Starting materials: C1(=CC=C(C=C1)COC1=CC=C(C=C1)CC(=O)O)C1=CC=CC=C1 ((4-([1,1′-biphenyl]-4-ylmethoxy)phenyl)acetic acid), CCN=C=NCCCN(C)C (WSC), C=1C=CC2=C(C1)N=NN2O (HOBt), NCCNC(OC(C)(C)C)=O (t-butyl N-(2-aminoethyl)carbamate). Reaction conditions: time 8 hour. Solvent: C1CCOC1.C(C)(=O)OCC (THF ethyl acetate), C1CCOC1 (THF). Yield: 62.6%.